This data is from the Open Reaction Database (ORD), a public repository of structured organic reaction records. The task is: describe an organic reaction: reactants, conditions, products, and yield The reactants are N1C=CC=2C1=[N+](C=CC2)[O-] (1H-Pyrrolo[2,3-b]pyridine 7-oxide), O=P(Cl)(Cl)Cl (POCl3), [NH4+].[OH-] (NH4OH). Reaction conditions: temperature 125 celsius. Yields the product ClC1=C2C=CNC2=NC=C1 (4-chloro-7-azaindole). RXN SMILES: [NH:1]1[C:5]2=[N+:6]([O-])[CH:7]=[CH:8][CH:9]=[C:4]2[CH:3]=[CH:2]1.O=P(Cl)(Cl)[Cl:13].[NH4+].[OH-]>>[Cl:13][C:9]1[CH:8]=[CH:7][N:6]=[C:5]2[C:4]=1[CH:3]=[CH:2][NH:1]2 |f:2.3|. Procedure details: 4-chloro-7-azaindole 119 was synthesized by reacting 1H-Pyrrolo[2,3-b]pyridine 7-oxide 658 with a chlorinating agent (e.g. POCl3) neat as described by Schneller, S. W.; Luo, Jiann-Kuan. J. Org. Chem. 1980, 45:4045-4048. The resulting solution after heating for 3-5 h at elevated temperatures (100-150° C.) was neutralized with a base (e.g. NH4OH) until a solid precipitated. The solid was isolated by filtration. Starting materials: BrCC1CO1, CCOC(=O)c1[nH]c(C)c(Cc2ccccc2)c1O, O=C([O-])[O-], CC(=O)CC(C)C, [K+], [K+]. Yields the product CCOC(=O)c1[nH]c(C)c(Cc2ccccc2)c1OCC1CO1. As a reaction SMILES: [Br:20][CH2:21][CH:22]1[CH2:23][O:24]1.[C:1](=[O:2])([O:3][CH2:4][CH3:5])[c:6]1[nH:7][c:8]([CH3:19])[c:9]([CH2:12][c:13]2[cH:14][cH:15][cH:16][cH:17][cH:18]2)[c:10]1[OH:11].[C:25](=[O:26])([O-:27])[O-:28].[CH2:31]([C:32]([CH3:33])=[O:34])[CH:35]([CH3:36])[CH3:37].[K+:29].[K+:30]>>[C:1](=[O:2])([O:3][CH2:4][CH3:5])[c:6]1[nH:7][c:8]([CH3:19])[c:9]([CH2:12][c:13]2[cH:14][cH:15][cH:16][cH:17][cH:18]2)[c:10]1[O:11][CH2:21][CH:22]1[CH2:23][O:24]1. Starting materials: ClC1=CC=CC=2CNS(C21)(=O)=O (7-chloro-2,3-dihydro-1,2-benzisothiazole-1,1-dioxide), C([O-])([O-])=O.[K+].[K+] (potassium carbonate), ICCCCC (1-iodopentane). Procedure details: A suspension of 10.2 g of 7-chloro-2,3-dihydro-1,2-benzisothiazole-1,1-dioxide, 8.3 g of potassium carbonate and 7.7 ml of 1-iodopentane was refluxed in 50 ml of ethanol for 28 hours, cooled, concentrated and added to 200 ml of water. The mixture was extracted with n-BuCl, the extract washed with water and brine, dried over MgSO4 and concentrated to give 13.3 g of an amber oil which was triturated with hexane to give 11.4 g of the title compound as a tan powder, m.p. 46°-48° C. Yields the product C(CCCC)N1S(C2=C(C1)C=CC=C2Cl)(=O)=O (2-Pentyl-7-chloro-2,3-dihydro-1,2-benzisothiazole-1,1-dioxide). Reaction SMILES: [Cl:1][C:2]1[C:10]2[S:9](=[O:12])(=[O:11])[NH:8][CH2:7][C:6]=2[CH:5]=[CH:4][CH:3]=1.C(=O)([O-])[O-].[K+].[K+].I[CH2:20][CH2:21][CH2:22][CH2:23][CH3:24]>C(O)C>[CH2:20]([N:8]1[CH2:7][C:6]2[CH:5]=[CH:4][CH:3]=[C:2]([Cl:1])[C:10]=2[S:9]1(=[O:12])=[O:11])[CH2:21][CH2:22][CH2:23][CH3:24] |f:1.2.3|. The solvent is C(C)O (ethanol). The reactants are ClC1=CC(=C(N=N1)N(C(C1=CC(=CC(=C1)C(F)(F)F)S(=O)(=O)C)=O)C)C1=C(C=C(C=C1)F)OC (N-[6-Chloro-4-(4-fluoro-2-methoxy-phenyl)-pyridazin-3-yl]-3-methanesulfonyl-N-methyl-5-trifluoromethyl-benzamide), [Cl-].C[Zn+] (methylzinc chloride), CN1C(N(CC1)C)=O (1,3-dimethyl-2-imidazolidinone), PEPPSI-IPr, C([O-])(O)=O.[Na+] (sodium bicarbonate). Run in O1CCCC1 (tetrahydrofuran), C(C)(=O)OCC (ethyl acetate). Reaction conditions: temperature 60 celsius, time 5 hour. Yields the product FC1=CC(=C(C=C1)C1=C(N=NC(=C1)C)N(C(C1=CC(=CC(=C1)C(F)(F)F)S(=O)(=O)C)=O)C)OC (N-[4-(4-Fluoro-2-methoxy-phenyl)-6-methyl-pyridazin-3-yl]-3-methanesulfonyl-N-methyl-5-trifluoromethyl-benzamide). As a reaction SMILES: Cl[C:2]1[N:7]=[N:6][C:5]([N:8]([CH3:25])[C:9](=[O:24])[C:10]2[CH:15]=[C:14]([C:16]([F:19])([F:18])[F:17])[CH:13]=[C:12]([S:20]([CH3:23])(=[O:22])=[O:21])[CH:11]=2)=[C:4]([C:26]2[CH:31]=[CH:30][C:29]([F:32])=[CH:28][C:27]=2[O:33][CH3:34])[CH:3]=1.[Cl-].C[Zn+].[CH3:38]N1CCN(C)C1=O.C(=O)(O)[O-].[Na+]>O1CCCC1.C(OCC)(=O)C>[F:32][C:29]1[CH:30]=[CH:31][C:26]([C:4]2[CH:3]=[C:2]([CH3:38])[N:7]=[N:6][C:5]=2[N:8]([CH3:25])[C:9](=[O:24])[C:10]2[CH:15]=[C:14]([C:16]([F:18])([F:17])[F:19])[CH:13]=[C:12]([S:20]([CH3:23])(=[O:21])=[O:22])[CH:11]=2)=[C:27]([O:33][CH3:34])[CH:28]=1 |f:1.2,4.5|. Reported procedure: To a solution of N-[6-chloro-4-(4-fluoro-2-methoxy-phenyl)-pyridazin-3-yl]-3-methanesulfonyl-N-methyl-5-trifluoromethyl-benzamide (100 mg, 193 mmol, example 1) in tetrahydrofuran (2 mL) was added methylzinc chloride (2M solution in tetrahydrofuran, 145 μL, 290 mmol) and 1,3-dimethyl-2-imidazolidinone (400 μL, CAS RN 80-73-9) and PEPPSI-IPr (2.62 mg, 3.86 μmol, CAS RN 905459-27-0). The reaction mixture was stirred at 60° C. for 5 hours, poured on 10% aqueous sodium bicarbonate solution (30 mL) an... The reactants are C(CN)N (ethylenediamine), B.O1CCCC1 (borane tetrahydrofuran), FCC(=O)N1[C@H](CN(CC1)C1=NC2=C(NC=3SC(=NC13)C(F)(F)F)C=CC=C2)CCOC ((S)-2-fluoro-1-[2-(2-methoxy-ethyl)-4-(2-trifluoromethyl-4H-3-thia-1,4,9-triaza-benzo[f]azulen-10-yl)-piperazin-1-yl]-ethanone), CO (methanol). Run in O (water), ClCCl (dichloromethane), O1CCCC1 (tetrahydrofuran). Run at temperature 0 celsius, time 3 hour. Yields the product FCCN1[C@H](CN(CC1)C1=NC2=C(NC=3SC(=NC13)C(F)(F)F)C=CC=C2)CCOC ((S)-10-[4-(2-Fluoro-ethyl)-3-(2-methoxy-ethyl)-piperazin-1-yl]-2-trifluoromethyl-4H-3-thia-1,4,9-triaza-benzo[f]azulene). As a reaction SMILES: B.O1CCCC1.[F:7][CH2:8][C:9]([N:11]1[CH2:16][CH2:15][N:14]([C:17]2[C:26]3[N:25]=[C:24]([C:27]([F:30])([F:29])[F:28])[S:23][C:22]=3[NH:21][C:20]3[CH:31]=[CH:32][CH:33]=[CH:34][C:19]=3[N:18]=2)[CH2:13][C@@H:12]1[CH2:35][CH2:36][O:37][CH3:38])=O.CO.C(N)CN>O1CCCC1.O.ClCCl>[F:7][CH2:8][CH2:9][N:11]1[CH2:16][CH2:15][N:14]([C:17]2[C:26]3[N:25]=[C:24]([C:27]([F:30])([F:29])[F:28])[S:23][C:22]=3[NH:21][C:20]3[CH:31]=[CH:32][CH:33]=[CH:34][C:19]=3[N:18]=2)[CH2:13][C@@H:12]1[CH2:35][CH2:36][O:37][CH3:38] |f:0.1|. Reported procedure: Add a solution of borane-tetrahydrofuran complex (1.0 M in tetrahydrofuran; 3.8 mL, 3.8 mmol) to a 0° C. solution of (S)-2-fluoro-1-[2-(2-methoxy-ethyl)-4-(2-trifluoromethyl-4H-3-thia-1,4,9-triaza-benzo[f]azulen-10-yl)-piperazin-1-yl]-ethanone (0.18 g, 0.38 mmol) in anhydrous tetrahydrofuran (3 mL) and stir at 0° C. for 3 hours. Quench the reaction, in an ice/water bath, slowly with methanol. Concentrate the reaction under reduced pressure and reconstitute in anhydrous dichloroethane (6 mL). Add...